This data is from the Open Reaction Database (ORD), a public repository of structured organic reaction records. The task is: describe an organic reaction: reactants, conditions, products, and yield The reactants are CCC(=O)Cl, Cc1ccncc1, ClCCl. Yields the product CCC(=O)Cc1ccncc1. As a reaction SMILES: [C:1]([CH2:2][CH3:3])(=[O:4])[Cl:5].[CH3:6][c:7]1[cH:8][cH:9][n:10][cH:11][cH:12]1.[Cl:13][CH2:14][Cl:15]>>[C:1]([CH2:2][CH3:3])(=[O:4])[CH2:6][c:7]1[cH:8][cH:9][n:10][cH:11][cH:12]1. Starting materials: O=C1CCC(=O)N1Br, CCOP(=O)(OCC)C(F)(F)c1ccc(C)cc1Br, CC(C)(C#N)N=NC(C)(C)C#N, c1ccccc1. Yields the product CCOP(=O)(OCC)C(F)(F)c1ccc(CBr)cc1Br. Reaction SMILES: [Br:20][N:21]1[C:22](=[O:23])[CH2:24][CH2:25][C:26]1=[O:27].[CH2:1]([CH3:2])[O:3][P:4]([O:5][CH2:6][CH3:7])(=[O:8])[C:9]([F:10])([F:11])[c:12]1[c:13]([Br:19])[cH:14][c:15]([CH3:18])[cH:16][cH:17]1.[N:28]#[C:29][C:30]([N:31]=[N:32][C:33]([C:34]#[N:35])([CH3:36])[CH3:37])([CH3:38])[CH3:39].[cH:40]1[cH:41][cH:42][cH:43][cH:44][cH:45]1>>[CH2:1]([CH3:2])[O:3][P:4]([O:5][CH2:6][CH3:7])(=[O:8])[C:9]([F:10])([F:11])[c:12]1[c:13]([Br:19])[cH:14][c:15]([CH2:18][Br:20])[cH:16][cH:17]1. Starting materials: C1(=CC=CC=C1)P(C1=CC=CC=C1)=O (diphenylphosphine oxide). The reagents and catalysts are [Cl-].[Zn+2].[Cl-] (zinc chloride). Reaction conditions: temperature 164 celsius. Yields the product C1(=CC=CC=C1)PC1=CC=CC=C1 (diphenylphosphine). The yield is 44.0%. RXN SMILES: [C:1]1([PH:7](=O)[C:8]2[CH:13]=[CH:12][CH:11]=[CH:10][CH:9]=2)[CH:6]=[CH:5][CH:4]=[CH:3][CH:2]=1>[Cl-].[Zn+2].[Cl-]>[C:8]1([PH:7][C:1]2[CH:2]=[CH:3][CH:4]=[CH:5][CH:6]=2)[CH:9]=[CH:10][CH:11]=[CH:12][CH:13]=1 |f:1.2.3|. Reported procedure: 101 g (0.5 mol) of diphenylphosphine oxide and 0.4 g of zinc chloride are mixed and heated to 164° C., the pressure being reduced simultaneously (14 mbar). Diphenylphosphine distills off through a descending condenser at a transition temperature of 148° C. The internal temperature is finally raised to 183° C. 41 g of diphenylphosphine are obtained. That corresponds to a yield of 88% of theory. The reactants are C(C)(=O)N1C[C@H]([C@H](C1)OCC)NC1=NC(=C(N=C1CC)C1=C(C=C(C=C1)Cl)Cl)CC (N-[(cis)-1-acetyl-4-ethoxypyrrolidin-3-yl]-5-(2,4-dichlorophenyl)-3,6-diethylpyrazin-2-amine), ClC1=C(C=CC(=C1)OC)C=1N=C(C(=NC1CC)N[C@@H]1CNC[C@@H]1OCC)CC (5-(2-chloro-4-methoxyphenyl)-N-[(3R,4S)-4-ethoxypyrrolidin-3-yl]-3,6-diethylpyrazin-2-amine), ClC(=O)OC (methyl chloroformate). Product: ClC1=C(C=CC(=C1)OC)C=1N=C(C(=NC1CC)N[C@@H]1CN(C[C@@H]1OCC)C(=O)OC)CC (methyl(3R,4S)-3-{[5-(2-chloro-4-methoxyphenyl)-3,6-diethylpyrazin-2-yl]amino}-4-ethoxypyrrolidine-1-carboxylate). Reaction SMILES: C(N1C[C@H](OCC)[C@H](NC2C(CC)=NC(C3C=CC(Cl)=CC=3Cl)=C(CC)N=2)C1)(=O)C.[Cl:31][C:32]1[CH:37]=[C:36]([O:38][CH3:39])[CH:35]=[CH:34][C:33]=1[C:40]1[N:41]=[C:42]([CH2:57][CH3:58])[C:43]([NH:48][C@H:49]2[C@@H:53]([O:54][CH2:55][CH3:56])[CH2:52][NH:51][CH2:50]2)=[N:44][C:45]=1[CH2:46][CH3:47].Cl[C:60]([O:62][CH3:63])=[O:61]>>[Cl:31][C:32]1[CH:37]=[C:36]([O:38][CH3:39])[CH:35]=[CH:34][C:33]=1[C:40]1[N:41]=[C:42]([CH2:57][CH3:58])[C:43]([NH:48][C@H:49]2[C@@H:53]([O:54][CH2:55][CH3:56])[CH2:52][N:51]([C:60]([O:62][CH3:63])=[O:61])[CH2:50]2)=[N:44][C:45]=1[CH2:46][CH3:47]. Procedure details: Following the procedure for the preparation of N-[(cis)-1-acetyl-4-ethoxypyrrolidin-3-yl]-5-(2,4-dichlorophenyl)-3,6-diethylpyrazin-2-amine but substituting 5-(2-chloro-4-methoxyphenyl)-N-[(3R,4S)-4-ethoxypyrrolidin-3-yl]-3,6-diethylpyrazin-2-amine and methyl chloroformate, and making non-critical variations provided the title compound as an oil: 1H NMR (DMSO-d6) δ 1.03–1.09, 1.16, 2.36, 2.67, 3.78, 3.51, 3.60, 3.69, 3.82, 4.15, 4.62, 5.95, 6.98, 7.11, 7.26; IR (diffuse reflectance) 2965 (s,b), ...